This data is from the Open Reaction Database (ORD), a public repository of structured organic reaction records. The task is: describe an organic reaction: reactants, conditions, products, and yield Reactants: CO, CCOC(C)=O, COC(=O)C1CCC(c2ccc(OCc3ccccc3)cc2)=N1. Yields the product COC(=O)C1CCC(c2ccc(OCc3ccccc3)cc2)N1. RXN SMILES: [CH3:24][OH:25].[CH3:26][CH2:27][O:28][C:29](=[O:30])[CH3:31].[c:1]1([CH2:7][O:8][c:9]2[cH:10][cH:11][c:12]([C:15]3=[N:19][CH:18]([C:20](=[O:21])[O:22][CH3:23])[CH2:17][CH2:16]3)[cH:13][cH:14]2)[cH:2][cH:3][cH:4][cH:5][cH:6]1>>[c:1]1([CH2:7][O:8][c:9]2[cH:10][cH:11][c:12]([CH:15]3[CH2:16][CH2:17][CH:18]([C:20](=[O:21])[O:22][CH3:23])[NH:19]3)[cH:13][cH:14]2)[cH:2][cH:3][cH:4][cH:5][cH:6]1. Reactants: FC1=C(C=C(C=2C(=CSC21)CC(=O)O)C)O ((7-fluoro-6-hydroxy-4-methyl-1-benzothiophen-3-yl)acetic acid), CO (MeOH), OS(=O)(=O)O (H2SO4). Run at temperature 80 celsius, time 1 hour. Yields the product COC(CC1=CSC2=C1C(=CC(=C2F)O)C)=O (Methyl(7-fluoro-6-hydroxy-4-methyl-1-benzothiophen-3-yl)acetate). RXN SMILES: [F:1][C:2]1[C:10]2[S:9][CH:8]=[C:7]([CH2:11][C:12]([OH:14])=[O:13])[C:6]=2[C:5]([CH3:15])=[CH:4][C:3]=1[OH:16].OS(O)(=O)=O.[CH3:22]O>>[CH3:22][O:13][C:12](=[O:14])[CH2:11][C:7]1[C:6]2[C:5]([CH3:15])=[CH:4][C:3]([OH:16])=[C:2]([F:1])[C:10]=2[S:9][CH:8]=1. Procedure details: To a mixture of (7-fluoro-6-hydroxy-4-methyl-1-benzothiophen-3-yl)acetic acid (267 mg) and MeOH (8.0 mL) was added conc. H2SO4 (0.100 mL). The mixture was stirred at 80° C. for 1 h. The mixture was concentrated. The mixture was neutralized with saturated aqueous NaHCO3 and extracted with EtOAc. The organic layer was washed with brine, dried over MgSO4, filtered and concentrated in vacuo. The residue was purified by silica gel column chromatography (EtOAc/hexane) to give the title compound (255.5...